From a dataset of the Open Reaction Database (ORD), a public repository of structured organic reaction records. describe an organic reaction: reactants, conditions, products, and yield The reactants are C(C)(C)(C)OC(=O)NCCOC(CCS(=O)(=O)[O-])CCS(=O)(=O)[O-] (2-(2-(tert-butoxycarbonylamino)ethoxy)propane-1,3-diyl-dimethanesulfonate), C1(C=2C(C(N1)=O)=CC=CC2)=O.[K] (potassium phthalimide), O (water). Solvent: CN(C=O)C (N,N-dimethylformamide). Reaction conditions: time 18 hour. Yields the product O=C1N(C(C2=CC=CC=C12)=O)CC(CN1C(C2=CC=CC=C2C1=O)=O)OCCNC(OC(C)(C)C)=O (tert-butyl 2-(1,3-bis(1,3-dioxoisoindolin-2-yl)propane-2-yloxy)ethylcarbamate). Isolated yield 78.5%. RXN SMILES: [C:1]([O:5][C:6]([NH:8][CH2:9][CH2:10][O:11][CH:12]([CH2:19]CS([O-])(=O)=O)[CH2:13]CS([O-])(=O)=O)=[O:7])([CH3:4])([CH3:3])[CH3:2].[C:25]1(=[O:35])[NH:29][C:28](=[O:30])[C:27]2=[CH:31][CH:32]=[CH:33][CH:34]=[C:26]12.[K].[OH2:37]>CN(C)C=O>[O:30]=[C:28]1[C:27]2[C:26](=[CH:34][CH:33]=[CH:32][CH:31]=2)[C:25](=[O:35])[N:29]1[CH2:19][CH:12]([O:11][CH2:10][CH2:9][NH:8][C:6](=[O:7])[O:5][C:1]([CH3:2])([CH3:3])[CH3:4])[CH2:13][N:29]1[C:25](=[O:37])[C:26]2[C:27](=[CH:31][CH:32]=[CH:33][CH:34]=2)[C:28]1=[O:30] |f:1.2,^1:35|. Procedure details: A 20 L 4-neck round-bottom flask was flushed with N2. Then charged a solution of 2-(2-(tert-butoxycarbonylamino)ethoxy)propane-1,3-diyl-dimethanesulfonate (929 g, 2.37 mol, 1.0 eq) in N,N-dimethylformamide (9300 mL) and potassium phthalimide (2194 g, 11.85 mol, 5.0 eq). The resulting mixture was stirred for 18 hours at 70˜75° C. in an oil bath. The reaction progress was monitored with LCMS. The reaction mixture was cooled to 20˜30° C., then added icy water (28 L) with stirring. The mixture was s... Starting materials: COC=1C=C(C(=O)O)C=CC1N1C(CCCC1)=O (3-methoxy-4-(piperidin-2-on-1-yl)benzoic acid), CN(C)C(=[N+](C)C)ON1C2=C(C=CC=C2)N=N1.[B-](F)(F)(F)F (TBTU), CN1CCOCC1 (NMM), ClC1=CC2=C(NC(=N2)[C@H](C)N)C=C1 ((1S)-1-(5-chloro-1H-benzimidazol-2-yl)ethylamine). Solvent: CN(C)C=O (DMF). Yields the product ClC1=CC2=C(NC(=N2)[C@H](C)NC(C2=CC(=C(C=C2)N2C(CCCC2)=O)OC)=O)C=C1 (N-[(1S)-1-(5-chloro-1H-benzimidazol-2-yl)-ethyl]-3-methoxy-4-(piperidin-2-on-1-yl)-benzamide). RXN SMILES: [CH3:1][O:2][C:3]1[CH:4]=[C:5]([CH:9]=[CH:10][C:11]=1[N:12]1[CH2:17][CH2:16][CH2:15][CH2:14][C:13]1=[O:18])[C:6]([OH:8])=O.CN(C(ON1N=NC2C=CC=CC1=2)=[N+](C)C)C.[B-](F)(F)(F)F.CN1CCOCC1.[Cl:48][C:49]1[CH:60]=[CH:59][C:52]2[NH:53][C:54]([C@@H:56]([NH2:58])[CH3:57])=[N:55][C:51]=2[CH:50]=1>CN(C=O)C>[Cl:48][C:49]1[CH:60]=[CH:59][C:52]2[NH:53][C:54]([C@@H:56]([NH:58][C:6](=[O:8])[C:5]3[CH:9]=[CH:10][C:11]([N:12]4[CH2:17][CH2:16][CH2:15][CH2:14][C:13]4=[O:18])=[C:3]([O:2][CH3:1])[CH:4]=3)[CH3:57])=[N:55][C:51]=2[CH:50]=1 |f:1.2|. Procedure: Prepared analogously to Example 1f from 3-methoxy-4-(piperidin-2-on-1-yl)benzoic acid, TBTU, NMM and (1S)-1-(5-chloro-1H-benzimidazol-2-yl)ethylamine in DMF and subsequent purification by preparative HPLC. Starting materials: C1CCOC1, CNC, CO, C=CS(=O)(=O)c1ccc(NC(=O)C(C)(O)C(F)(F)F)c(Cl)c1. Yields the product CN(C)CCS(=O)(=O)c1ccc(NC(=O)C(C)(O)C(F)(F)F)c(Cl)c1. Reaction SMILES: [CH2:28]1[O:29][CH2:30][CH2:31][CH2:32]1.[CH3:1][NH:2][CH3:3].[CH3:26][OH:27].[Cl:4][c:5]1[c:6]([NH:16][C:17]([C:18]([C:19]([F:20])([F:21])[F:22])([CH3:23])[OH:24])=[O:25])[cH:7][cH:8][c:9]([S:11](=[O:12])(=[O:13])[CH:14]=[CH2:15])[cH:10]1>>[CH3:1][N:2]([CH3:3])[CH2:15][CH2:14][S:11]([c:9]1[cH:8][cH:7][c:6]([NH:16][C:17]([C:18]([C:19]([F:20])([F:21])[F:22])([CH3:23])[OH:24])=[O:25])[c:5]([Cl:4])[cH:10]1)(=[O:12])=[O:13]. The product is CCCc1c(Cc2ccc(-c3ccccc3-c3noc(=O)[nH]3)cc2)c(=O)n(C2CCC(=NOC(C)C)CC2)c2ncnn12. The reactants are CCOC(C)=O, Cl, Cl, CC(C)ON, CCCc1c(Cc2ccc(-c3ccccc3-c3noc(=O)[nH]3)cc2)c(=O)n(C2CCC(=O)CC2)c2ncnn12, O, c1ccncc1. As a reaction SMILES: [CH3:54][CH2:55][O:56][C:57](=[O:58])[CH3:59].[ClH:40].[ClH:52].[NH2:41][O:42][CH:43]([CH3:44])[CH3:45].[O:1]=[C:2]1[CH2:3][CH2:4][CH:5]([n:8]2[c:9]3[n:10]([c:11]([CH2:34][CH2:35][CH3:36])[c:12]([CH2:15][c:16]4[cH:17][cH:18][c:19](-[c:22]5[c:23](-[c:28]6[n:29][o:30][c:31](=[O:33])[nH:32]6)[cH:24][cH:25][cH:26][cH:27]5)[cH:20][cH:21]4)[c:13]2=[O:14])[n:37][cH:38][n:39]3)[CH2:6][CH2:7]1.[OH2:53].[cH:46]1[cH:47][cH:48][n:49][cH:50][cH:51]1>>[C:2]1(=[N:41][O:42][CH:43]([CH3:44])[CH3:45])[CH2:3][CH2:4][CH:5]([n:8]2[c:9]3[n:10]([c:11]([CH2:34][CH2:35][CH3:36])[c:12]([CH2:15][c:16]4[cH:17][cH:18][c:19](-[c:22]5[c:23](-[c:28]6[n:29][o:30][c:31](=[O:33])[nH:32]6)[cH:24][cH:25][cH:26][cH:27]5)[cH:20][cH:21]4)[c:13]2=[O:14])[n:37][cH:38][n:39]3)[CH2:6][CH2:7]1. Starting materials: OO (hydrogen peroxide), C1(=CC=CC=C1)SCCCCOC1=C2C=CC(NC2=CC=C1)=O (5-(4-phenylmercapto-butoxy)-carbostyril). The solvent is C(C)(=O)O (acetic acid), O (water). Yields the product C1(=CC=CC=C1)S(=O)CCCCOC1=C2C=CC(NC2=CC=C1)=O (5-(4-Phenylsulfinyl-butoxy)-carbostyril). Reaction SMILES: [OH:1]O.[C:3]1([S:9][CH2:10][CH2:11][CH2:12][CH2:13][O:14][C:15]2[CH:24]=[CH:23][CH:22]=[C:21]3[C:16]=2[CH:17]=[CH:18][C:19](=[O:25])[NH:20]3)[CH:8]=[CH:7][CH:6]=[CH:5][CH:4]=1>C(O)(=O)C.O>[C:3]1([S:9]([CH2:10][CH2:11][CH2:12][CH2:13][O:14][C:15]2[CH:24]=[CH:23][CH:22]=[C:21]3[C:16]=2[CH:17]=[CH:18][C:19](=[O:25])[NH:20]3)=[O:1])[CH:8]=[CH:7][CH:6]=[CH:5][CH:4]=1. Procedure: 0.165 ml of 30% hydrogen peroxide, dissolved in 8 ml of glacial acetic acid, were added to 0.56 gm of 5-(4-phenylmercapto-butoxy)-carbostyril. The mixture was diluted with water and extracted twice with chloroform. The chloroform extract was washed with dilute sodium carbonate solution and with water, dried over magnesium sulfate and evaporated. The residue was admixed with ethyl acetate, yielding colorless crystals with a melting point of 155°-157° C. Starting materials: CI, Nc1scc2c1C(=O)N(C1CCC(=O)NC1=O)C2=O, CN(C)C=O, O. Yields the product CNc1scc2c1C(=O)N(C1CCC(=O)NC1=O)C2=O. Reaction SMILES: [CH3:20][I:21].[NH2:1][c:2]1[s:3][cH:4][c:5]2[c:6]1[C:7](=[O:19])[N:8]([CH:11]1[C:12](=[O:18])[NH:13][C:14](=[O:17])[CH2:15][CH2:16]1)[C:9]2=[O:10].[O:23]=[CH:24][N:25]([CH3:26])[CH3:27].[OH2:22]>>[NH:1]([c:2]1[s:3][cH:4][c:5]2[c:6]1[C:7](=[O:19])[N:8]([CH:11]1[C:12](=[O:18])[NH:13][C:14](=[O:17])[CH2:15][CH2:16]1)[C:9]2=[O:10])[CH3:20]. Starting materials: CC(=O)c1cc(Cl)sc1Cl, [Cu]I, [H-], [Na+], CN(C)C=O, O, Oc1ccccc1. The product is CC(=O)c1cc(Cl)sc1Oc1ccccc1. RXN SMILES: [C:10]([CH3:11])(=[O:12])[c:13]1[c:14]([Cl:19])[s:15][c:16]([Cl:18])[cH:17]1.[Cu:26][I:27].[H-:9].[Na+:8].[O:21]=[CH:22][N:23]([CH3:24])[CH3:25].[OH2:20].[OH:1][c:2]1[cH:3][cH:4][cH:5][cH:6][cH:7]1>>[O:1]([c:2]1[cH:3][cH:4][cH:5][cH:6][cH:7]1)[c:14]1[c:13]([C:10]([CH3:11])=[O:12])[cH:17][c:16]([Cl:18])[s:15]1. The reactants are BrC=1C=C2C(=CC1)OCC[C@@]21N=C(OCC1(F)F)N ((R)-6-bromo-5′,5′-difluoro-5′,6′-dihydrospiro[chroman-4,4′-[1,3]oxazin]-2′-amine), COC=1C=C(C=NC1)B(O)O (5-methoxypyridin-3-ylboronic acid). Procedure: In a manner analogous to that described in Example 19, the cross coupling reaction of (R)-6-bromo-5′,5′-difluoro-5′,6′-dihydrospiro[chroman-4,4′-[1,3]oxazin]-2′-amine (intermediate B6.1) with 5-methoxypyridin-3-ylboronic acid yielded the title compound (60% yield) as a pale yellow solid. MS (ISP): m/z=362.2 [M+H]+. Isolated yield 60.0%. Yields the product FC1([C@@]2(N=C(OC1)N)CCOC1=CC=C(C=C12)C=1C=NC=C(C1)OC)F ((R)-5′,5′-difluoro-6-(5-methoxypyridin-3-yl)-5′,6′-dihydrospiro[chroman-4,4′-[1,3]oxazin]-2′-amine). RXN SMILES: Br[C:2]1[CH:3]=[C:4]2[C@@:11]3([C:16]([F:18])([F:17])[CH2:15][O:14][C:13]([NH2:19])=[N:12]3)[CH2:10][CH2:9][O:8][C:5]2=[CH:6][CH:7]=1.[CH3:20][O:21][C:22]1[CH:23]=[C:24](B(O)O)[CH:25]=[N:26][CH:27]=1>>[F:17][C:16]1([F:18])[CH2:15][O:14][C:13]([NH2:19])=[N:12][C@@:11]21[C:4]1[C:5](=[CH:6][CH:7]=[C:2]([C:24]3[CH:25]=[N:26][CH:27]=[C:22]([O:21][CH3:20])[CH:23]=3)[CH:3]=1)[O:8][CH2:9][CH2:10]2. Reactants: [Li]CCCC, C#Cc1ccc(C(CC)(CC)c2ccc(O)c(C)c2)cc1C, [Cl-], [NH4+], O=C1CCSCC1, C1CCOC1. RXN SMILES: [CH2:1]([Li:2])[CH2:3][CH2:4][CH3:5].[CH2:6]([CH3:7])[C:8]([CH2:9][CH3:10])([c:11]1[cH:12][c:13]([CH3:19])[c:14]([C:17]#[CH:18])[cH:15][cH:16]1)[c:20]1[cH:21][c:22]([CH3:27])[c:23]([OH:26])[cH:24][cH:25]1.[Cl-:35].[NH4+:36].[O:28]=[C:29]1[CH2:30][CH2:31][S:32][CH2:33][CH2:34]1.[O:37]1[CH2:38][CH2:39][CH2:40][CH2:41]1>>[CH2:6]([CH3:7])[C:8]([CH2:9][CH3:10])([c:11]1[cH:12][c:13]([CH3:19])[c:14]([C:17]#[C:18][C:29]2([OH:28])[CH2:30][CH2:31][S:32][CH2:33][CH2:34]2)[cH:15][cH:16]1)[c:20]1[cH:21][c:22]([CH3:27])[c:23]([OH:26])[cH:24][cH:25]1. Yields the product CCC(CC)(c1ccc(O)c(C)c1)c1ccc(C#CC2(O)CCSCC2)c(C)c1.